From a dataset of the Open Reaction Database (ORD), a public repository of structured organic reaction records. describe an organic reaction: reactants, conditions, products, and yield Reactants: C(#N)C1=C(C(=O)O)C=CC=C1 (cyanobenzoic acid), C(C1=CC=CC=C1)S (benzyl mercaptan), P12(=S)SP3(=S)SP(=S)(S1)SP(=S)(S2)S3 (phosphorus pentasulfide), C1(=CC=CC=C1)C (toluene). The product is C(C1=CC=CC=C1)SC(C1=CC=C(C=C1)C#N)=S (benzyl-4-cyanodithiobenzoate). Yield: 43.0%. As a reaction SMILES: [C:1]([C:3]1[CH:11]=[CH:10][CH:9]=[CH:8][C:4]=1C(O)=O)#[N:2].[CH2:12]([SH:19])C1C=CC=CC=1.P12(SP3(SP(SP(S3)(S1)=S)(=S)S2)=S)=[S:21].[C:34]1([CH3:40])[CH:39]=[CH:38][CH:37]=[CH:36][CH:35]=1>>[CH2:40]([S:21][C:12](=[S:19])[C:9]1[CH:8]=[CH:4][C:3]([C:1]#[N:2])=[CH:11][CH:10]=1)[C:34]1[CH:39]=[CH:38][CH:37]=[CH:36][CH:35]=1. Procedure: A mixture of 4 cyanobenzoic acid (1.47 g), benzyl mercaptan (1.24 g) and phosphorus pentasulfide (4.44 g) in toluene (40 ml) was refluxed for 20 h. A dark red color was developed immediately after heating. After the reaction was complete (as monitored by GC-MS), it was cooled to room temperature and purified by a column chromatography packed with neutral alumina, eluting with benzene. Removal of the solvent by distillation gave the single compound, benzyl-4-cyanodithiobenzoate (1.15 g, 43%). It ... Starting materials: CC(C)CC(NC(=O)c1ccc2c(c1)OCO2)C(=O)O, NCCc1cccnc1. Yields the product CC(C)CC(NC(=O)c1ccc2c(c1)OCO2)C(=O)NCCc1cccnc1. As a reaction SMILES: [O:10]1[CH2:11][O:12][c:13]2[c:14]1[cH:15][c:16]([C:19](=[O:20])[NH:21][CH:22]([C:23](=[O:24])[OH:25])[CH2:26][CH:27]([CH3:28])[CH3:29])[cH:17][cH:18]2.[n:1]1[cH:2][c:3]([CH2:7][CH2:8][NH2:9])[cH:4][cH:5][cH:6]1>>[n:1]1[cH:2][c:3]([CH2:7][CH2:8][NH:9][C:23]([CH:22]([NH:21][C:19]([c:16]2[cH:15][c:14]3[c:13]([cH:18][cH:17]2)[O:12][CH2:11][O:10]3)=[O:20])[CH2:26][CH:27]([CH3:28])[CH3:29])=[O:24])[cH:4][cH:5][cH:6]1. Reactants: ClCc1nnc(-c2ccc(OCCCN3CCCCC3)cc2)o1, [H-], [Na+], Sc1nc2ccccc2[nH]1. The product is c1ccc2[nH]c(SCc3nnc(-c4ccc(OCCCN5CCCCC5)cc4)o3)nc2c1. RXN SMILES: [Cl:11][CH2:12][c:13]1[n:14][n:15][c:16](-[c:18]2[cH:19][cH:20][c:21]([O:22][CH2:23][CH2:24][CH2:25][N:26]3[CH2:27][CH2:28][CH2:29][CH2:30][CH2:31]3)[cH:32][cH:33]2)[o:17]1.[H-:34].[Na+:35].[SH:1][c:2]1[nH:3][c:4]2[c:5]([n:6]1)[cH:7][cH:8][cH:9][cH:10]2>>[S:1]([c:2]1[n:3][c:4]2[c:5]([nH:6]1)[cH:7][cH:8][cH:9][cH:10]2)[CH2:12][c:13]1[n:14][n:15][c:16](-[c:18]2[cH:19][cH:20][c:21]([O:22][CH2:23][CH2:24][CH2:25][N:26]3[CH2:27][CH2:28][CH2:29][CH2:30][CH2:31]3)[cH:32][cH:33]2)[o:17]1.